Dataset: the Open Reaction Database (ORD), a public repository of structured organic reaction records. Task: describe an organic reaction: reactants, conditions, products, and yield Starting materials: Cc1cc(C)cc(Sc2[nH]c(=O)[nH]c(=O)c2C(C)C)c1, Cc1ccc(S(=O)(=O)OCC2CCC2)cc1. Yields the product Cc1cc(C)cc(Sc2c(C(C)C)c(=O)[nH]c(=O)n2CC2CCC2)c1. RXN SMILES: [CH:1]([CH3:2])([CH3:3])[c:4]1[c:5](=[O:20])[nH:6][c:7](=[O:19])[nH:8][c:9]1[S:10][c:11]1[cH:12][c:13]([CH3:18])[cH:14][c:15]([CH3:17])[cH:16]1.[c:21]1([CH3:22])[cH:23][cH:24][c:25]([S:26]([O:27][CH2:31][CH:32]2[CH2:33][CH2:34][CH2:35]2)(=[O:28])=[O:29])[cH:30][cH:36]1>>[CH:1]([CH3:2])([CH3:3])[c:4]1[c:5](=[O:20])[nH:6][c:7](=[O:19])[n:8]([CH2:31][CH:32]2[CH2:33][CH2:34][CH2:35]2)[c:9]1[S:10][c:11]1[cH:12][c:13]([CH3:18])[cH:14][c:15]([CH3:17])[cH:16]1.